This data is from the Open Reaction Database (ORD), a public repository of structured organic reaction records. The task is: describe an organic reaction: reactants, conditions, products, and yield The reactants are CC(=O)CC(=O)Nc1ccccc1, ClCCl, Cc1ccccc1, O, OCCS, Cc1ccc(S(=O)(=O)O)cc1. Yields the product CC1(CC(=O)Nc2ccccc2)OCCS1. As a reaction SMILES: [C:24]([CH2:25][C:26](=[O:27])[CH3:28])(=[O:29])[NH:30][c:31]1[cH:32][cH:33][cH:34][cH:35][cH:36]1.[CH2:37]([Cl:38])[Cl:39].[CH3:1][c:2]1[cH:3][cH:4][cH:5][cH:6][cH:7]1.[OH2:8].[SH:20][CH2:21][CH2:22][OH:23].[c:9]1([CH3:10])[cH:11][cH:12][c:13]([S:14]([OH:15])(=[O:16])=[O:17])[cH:18][cH:19]1>>[S:20]1[CH2:21][CH2:22][O:23][C:26]1([CH2:25][C:24](=[O:29])[NH:30][c:31]1[cH:32][cH:33][cH:34][cH:35][cH:36]1)[CH3:28]. The reactants are CCOCC (ether), COC=1C=C2CCCC(C2=CC1)=O (6-methoxytetralone), C=O (paraformaldehyde), FC(C(=O)[O-])(F)F.C[NH2+]C1=CC=CC=C1 (N-methylanilinium trifluoroactate). Solvent: C1CCOC1 (THF). Yields the product COC=1C=C2CCC(C(C2=CC1)=O)=C (3,4-Dihydro-6-methoxy-2-methylene-1(2H)-naphthalenone). As a reaction SMILES: [CH3:1][O:2][C:3]1[CH:4]=[C:5]2[C:10](=[CH:11][CH:12]=1)[C:9](=[O:13])[CH2:8][CH2:7][CH2:6]2.C=O.F[C:17](F)(F)C([O-])=O.C[NH2+]C1C=CC=CC=1.CCOCC>C1COCC1>[CH3:1][O:2][C:3]1[CH:4]=[C:5]2[C:10](=[CH:11][CH:12]=1)[C:9](=[O:13])[C:8](=[CH2:17])[CH2:7][CH2:6]2 |f:2.3|. Procedure: A mixture of 6-methoxytetralone (29.24 g, 165.9 mmol), paraformaldehyde (22.4 g, 746.6 mmol) and N-methylanilinium trifluoroactate (55 g, 248.9 mmol) in 250 mL THF was refluxed for 4 hours and allowed to come to room temperature. To this was added ether (250 mL) with stirring and the mixture was decanted to remove the gummy precipitate. The supernatant was washed with sat. NaHCO3, the oganic layer was dried (MgSO4) and concentrated. The residue was redissolved in ether, filtered through celite a...